Dataset: the Open Reaction Database (ORD), a public repository of structured organic reaction records. Task: describe an organic reaction: reactants, conditions, products, and yield Reactants: COC1=C(C=C(C=C1)C(F)(F)F)C=1C=2N(C=CC1)N=C(N2)NC2=CC=C(C=C2)C2CCNCC2 ([8-(2-methoxy-5-trifluoromethyl-phenyl)-[1,2,4]-triazolo[1,5-a]pyridin-2-yl]-(4-piperidin-4-yl-phenyl)-amine), ClCC(=O)N(C)C (2-chloro-N,N-dimethyl-acetamide). Product: COC1=C(C=C(C=C1)C(F)(F)F)C=1C=2N(C=CC1)N=C(N2)NC2=CC=C(C=C2)C2CCN(CC2)CC(=O)N(C)C (2-(4-{4-[8-(2-Methoxy-5-trifluoromethyl-phenyl)-[1,2,4]-triazolo[1,5-a]pyridin-2-ylamino]-phenyl}-piperidin-1-yl)-N,N-dimethyl-acetamide), product. Yield: 34.0%. Reaction SMILES: [CH3:1][O:2][C:3]1[CH:8]=[CH:7][C:6]([C:9]([F:12])([F:11])[F:10])=[CH:5][C:4]=1[C:13]1[C:14]2[N:15]([N:19]=[C:20]([NH:22][C:23]3[CH:28]=[CH:27][C:26]([CH:29]4[CH2:34][CH2:33][NH:32][CH2:31][CH2:30]4)=[CH:25][CH:24]=3)[N:21]=2)[CH:16]=[CH:17][CH:18]=1.Cl[CH2:36][C:37]([N:39]([CH3:41])[CH3:40])=[O:38]>>[CH3:1][O:2][C:3]1[CH:8]=[CH:7][C:6]([C:9]([F:11])([F:10])[F:12])=[CH:5][C:4]=1[C:13]1[C:14]2[N:15]([N:19]=[C:20]([NH:22][C:23]3[CH:28]=[CH:27][C:26]([CH:29]4[CH2:34][CH2:33][N:32]([CH2:36][C:37]([N:39]([CH3:41])[CH3:40])=[O:38])[CH2:31][CH2:30]4)=[CH:25][CH:24]=3)[N:21]=2)[CH:16]=[CH:17][CH:18]=1. Procedure: 2-(4-{4-[8-(2-Methoxy-5-trifluoromethyl-phenyl)-[1,2,4]-triazolo[1,5-a]pyridin-2-ylamino]-phenyl}-piperidin-1-yl)-N,N-dimethyl-acetamide was prepared from [8-(2-methoxy-5-trifluoromethyl-phenyl)-[1,2,4]-triazolo[1,5-a]pyridin-2-yl]-(4-piperidin-4-yl-phenyl)-amine (0.150 g, 0.321 mmol) and 2-chloro-N,N-dimethyl-acetamide (0.049 mL, 0.481 mmol) in a manner analogous to Example 313 to give product (0.060 g, 34%). MP=109-112° C. 1H NMR (400 MHz, (D3C)2SO, δ, ppm): 9.55 (s, 1H), 8.79 (d, 1H), 7.95 (s... Reactants: COC1=CC=C(CCl)C=C1 (4-methoxybenzyl chloride), C(CCC)N1C(NC(=CC1=O)Cl)=O (3-butyl-6-chlorouracil), C([O-])([O-])=O.[K+].[K+] (potassium carbonate), [I-].[K+] (potassium iodide). The solvent is CN(C=O)C (dimethylformamide). Reaction conditions: time 5 hour. Product: C(CCC)N1C(N(C(=CC1=O)Cl)CC1=CC=C(C=C1)OC)=O (3-butyl-6-chloro-1-(4-methoxybenzyl)uracil). RXN SMILES: [CH2:1]([N:5]1[C:10](=[O:11])[CH:9]=[C:8]([Cl:12])[NH:7][C:6]1=[O:13])[CH2:2][CH2:3][CH3:4].C(=O)([O-])[O-].[K+].[K+].[I-].[K+].[CH3:22][O:23][C:24]1[CH:31]=[CH:30][C:27]([CH2:28]Cl)=[CH:26][CH:25]=1>CN(C)C=O>[CH2:1]([N:5]1[C:10](=[O:11])[CH:9]=[C:8]([Cl:12])[N:7]([CH2:28][C:27]2[CH:30]=[CH:31][C:24]([O:23][CH3:22])=[CH:25][CH:26]=2)[C:6]1=[O:13])[CH2:2][CH2:3][CH3:4] |f:1.2.3,4.5|. Reported procedure: To a mixture of 3-butyl-6-chlorouracil (5.0 g, 24.6 mM), potassium carbonate (4.4 g, 32 mM) and potassium iodide (0.17 g, 1 mM) in dimethylformamide [DMF] (50 ml) was added 4-methoxybenzyl chloride (4.65 ml, 32 mM). The mixture was stirred at room temperature for 5 hours and was then concentrated under reduced pressure, and the resulting residue was diluted with water (50 ml) and extracted with chloroform (100 ml). The organic layer was washed with water, dried (MgSO4), and concentrated to dryne... The reactants are CO, [K+], [OH-], O, CCOC(=O)Cc1nc(-c2ccccc2)oc1-c1ccsc1. Product: O=C(O)Cc1nc(-c2ccccc2)oc1-c1ccsc1. As a reaction SMILES: [CH3:23][OH:24].[K+:26].[OH-:25].[OH2:27].[c:1]1(-[c:7]2[o:8][c:9](-[c:18]3[cH:19][s:20][cH:21][cH:22]3)[c:10]([CH2:12][C:13](=[O:14])[O:15][CH2:16][CH3:17])[n:11]2)[cH:2][cH:3][cH:4][cH:5][cH:6]1>>[c:1]1(-[c:7]2[o:8][c:9](-[c:18]3[cH:19][s:20][cH:21][cH:22]3)[c:10]([CH2:12][C:13](=[O:14])[OH:15])[n:11]2)[cH:2][cH:3][cH:4][cH:5][cH:6]1. The reactants are CCOP(=O)(CC#N)OCC, C1CCOC1, C[Si](C)(C)[N-][Si](C)(C)C, [Li+], CCOc1cc(C(=O)c2ccc3c(c2)OCCO3)ccc1OC, COc1cc(OC)cc(C(=CC#N)c2ccc3c(c2)OCCO3)c1. Yields the product CCOc1cc(C(=CC#N)c2ccc3c(c2)OCCO3)ccc1OC. Reaction SMILES: [CH2:24]([O:25][P:26](=[O:27])([O:28][CH2:29][CH3:30])[CH2:32][C:33]#[N:34])[CH3:31].[CH2:69]1[O:70][CH2:71][CH2:72][CH2:73]1.[CH3:35][Si:36]([N-:37][Si:38]([CH3:39])([CH3:40])[CH3:41])([CH3:42])[CH3:43].[Li+:44].[O:1]1[CH2:2][CH2:3][O:4][c:5]2[c:6]1[cH:7][cH:8][c:9]([C:11](=[O:12])[c:13]1[cH:14][c:15]([O:21][CH2:22][CH3:23])[c:16]([O:19][CH3:20])[cH:17][cH:18]1)[cH:10]2.[O:45]1[c:46]2[cH:47][cH:48][c:49]([C:50]([c:51]3[cH:52][c:53]([O:54][CH3:55])[cH:56][c:57]([O:58][CH3:59])[cH:60]3)=[CH:61][C:62]#[N:63])[cH:64][c:65]2[O:66][CH2:67][CH2:68]1>>[O:1]1[CH2:2][CH2:3][O:4][c:5]2[c:6]1[cH:7][cH:8][c:9]([C:11]([c:13]1[cH:14][c:15]([O:21][CH2:22][CH3:23])[c:16]([O:19][CH3:20])[cH:17][cH:18]1)=[CH:32][C:33]#[N:34])[cH:10]2. Reactants: resultant mixture, resultant solution, [H-].[Na+] (sodium hydride), crude product, FC1=C(CCl)C(=CC=C1)OC (2-fluoro-6-methoxybenzyl chloride), ice water, CC1=CC(=NC(=C1)C)C(C)=NO (1-(4,6-dimethyl-2-pyridinyl)ethanone oxime). Solvent: CN(C=O)C (N,N-dimethylformamide). Reaction conditions: time 30 minute. Product: FC1=C(C(=CC=C1)OC)CON=C(C)C1=NC(=CC(=C1)C)C (1-(4,6-Dimethyl-2-pyridinyl)ethanone O-[(2-Fluoro-6-methoxyphenyl)methyl]oxime). RXN SMILES: [CH3:1][C:2]1[CH:7]=[C:6]([CH3:8])[N:5]=[C:4]([C:9](=[N:11][OH:12])[CH3:10])[CH:3]=1.[H-].[Na+].[F:15][C:16]1[CH:23]=[CH:22][CH:21]=[C:20]([O:24][CH3:25])[C:17]=1[CH2:18]Cl>CN(C)C=O>[F:15][C:16]1[CH:23]=[CH:22][CH:21]=[C:20]([O:24][CH3:25])[C:17]=1[CH2:18][O:12][N:11]=[C:9]([C:4]1[CH:3]=[C:2]([CH3:1])[CH:7]=[C:6]([CH3:8])[N:5]=1)[CH3:10] |f:1.2|. Reported procedure: On the other hand, 0.46 g (2.80 mmol) of 1-(4,6-dimethyl-2-pyridinyl)ethanone oxime was dissolved in 10 ml of N,N-dimethylformamide, and the resultant solution was added with 0.13 g (3.36 mmol) of sodium hydride (60%, oiliness) while cooling the solution with ice. Then, the obtained solution was stirred for 30 min. at the same temperature and subsequently added with the whole amount of the crude product of 2-fluoro-6-methoxybenzyl chloride obtained as described above while cooling the solution w... The reactants are COC=1C=C(C=CC1OC)[C@@H]1CN(CC[C@@H]1NC(C1=CC=C(C=C1)[N+](=O)[O-])=O)C (cis-3-(3,4-Dimethoxypheny)-1-methyl-4-(4-nitrobenzoylamino)-piperidine), C1(=C(C(=C(C(=C1F)F)F)N)F)N.Cl.Cl (dihydrochloride). Product: COC=1C(=CC2=C(C(=N[C@H]3CCN(C[C@@H]23)C)C2=CC=C(C=C2)[N+](=O)[O-])C1)OC (cis-1,2,3,4,4a,10b-Hexahydro-8,9-dimethoxy-2-methyl-6-(4-nitrophenyl)-benzo[c][1,6]naphthyridine). Reaction SMILES: [CH3:1][O:2][C:3]1[CH:4]=[C:5]([C@H:11]2[C@@H:16]([NH:17][C:18](=O)[C:19]3[CH:24]=[CH:23][C:22]([N+:25]([O-:27])=[O:26])=[CH:21][CH:20]=3)[CH2:15][CH2:14][N:13]([CH3:29])[CH2:12]2)[CH:6]=[CH:7][C:8]=1[O:9][CH3:10].C1(N)C(F)=C(F)C(F)=C(N)C=1F.Cl.Cl>>[CH3:10][O:9][C:8]1[C:3]([O:2][CH3:1])=[CH:4][C:5]2[C@H:11]3[C@H:16]([CH2:15][CH2:14][N:13]([CH3:29])[CH2:12]3)[N:17]=[C:18]([C:19]3[CH:24]=[CH:23][C:22]([N+:25]([O-:27])=[O:26])=[CH:21][CH:20]=3)[C:6]=2[CH:7]=1 |f:1.2.3|. Reported procedure: cis-3-(3,4-Dimethoxypheny)-1-methyl-4-(4-nitrobenzoylamino)-piperidine [M.P. 167°, see Example 4 a)] is cyclized in analogy to the process described in Example 8. The dihydrochloride of the title compound has a M.P. of 225°-230° (from ethanol). Reactants: Br.Br.[C@@H]12OCCN[C@@H]2CNC1 ((1R,6R)-2-oxa-5,8-diazabicyclo[4.3.0]nonane dihydrobromide), [OH-].[K+] (potassium hydroxide). Run at temperature 250 celsius. Yields the product [C@@H]12OCCN[C@@H]2CNC1 ((1R,6R)-2-oxa-5,8-diazabicyclo[4.3.0]nonane). Isolated yield 76.6%. Reaction SMILES: Br.Br.[C@@H:3]12[CH2:11][NH:10][CH2:9][C@H:8]1[NH:7][CH2:6][CH2:5][O:4]2.[OH-].[K+]>>[C@@H:3]12[CH2:11][NH:10][CH2:9][C@H:8]1[NH:7][CH2:6][CH2:5][O:4]2 |f:0.1.2,3.4|. Reported procedure: 2nd method: A homogenized mixture of (1R,6R)-2-oxa-5,8-diazabicyclo[4.3.0]nonane dihydrobromide and 620 mg (11 mmol) of powdered potassium hydroxide is distilled dry in a bulb tube apparatus at 0.2 mbar and increasing oven temperature to 250° C. 490 mg (76.6% of theory) of (1R,6R)-2-oxa-5,8-diazabicyclo[4.3.0]nonane are obtained as a viscous oil, which slowly crystallizes.